This data is from the Open Reaction Database (ORD), a public repository of structured organic reaction records. The task is: describe an organic reaction: reactants, conditions, products, and yield Reactants: CO (methanol), saturated saline solution, P(Cl)(Cl)(Cl)(Cl)Cl (phosphorus pentachloride), N1=CC=CC=C1 (pyridine), C1(=CC=CC=C1)CC(=O)N[C@H]1[C@@H]2N(C(=C(CS2)C=CC2=NSC=C2)C(=O)OCC2=CC=C(C=C2)OC)C1=O (p-methoxybenzyl 7β-phenylacetamido-3-[2-(isothiazol-3-yl)vinyl]-3-cephem-4-carboxylate). Run in C(Cl)Cl (methylene chloride), C(Cl)Cl (methylene chloride), C(Cl)Cl (methylene chloride). Reaction conditions: time 3 hour. Yields the product N[C@H]1[C@@H]2N(C(=C(CS2)C=CC2=NSC=C2)C(=O)OCC2=CC=C(C=C2)OC)C1=O (p-methoxybenzyl 7β-amino-3-[2-(isothiazol-3yl)vinyl]-3-cephem-4-carboxylate). Yield: 95.7%. As a reaction SMILES: P(Cl)(Cl)(Cl)(Cl)Cl.N1C=CC=CC=1.C1(CC([NH:22][C@@H:23]2[C:49](=[O:50])[N:25]3[C:26]([C:37]([O:39][CH2:40][C:41]4[CH:46]=[CH:45][C:44]([O:47][CH3:48])=[CH:43][CH:42]=4)=[O:38])=[C:27]([CH:30]=[CH:31][C:32]4[CH:36]=[CH:35][S:34][N:33]=4)[CH2:28][S:29][C@H:24]23)=O)C=CC=CC=1.CO>C(Cl)Cl>[NH2:22][C@@H:23]1[C:49](=[O:50])[N:25]2[C:26]([C:37]([O:39][CH2:40][C:41]3[CH:42]=[CH:43][C:44]([O:47][CH3:48])=[CH:45][CH:46]=3)=[O:38])=[C:27]([CH:30]=[CH:31][C:32]3[CH:36]=[CH:35][S:34][N:33]=3)[CH2:28][S:29][C@H:24]12. Reported procedure: In 13 ml of methylene chloride were dissolved 913 mg of phosphorus pentachloride and 1.18 ml of pyridine, and 800 mg (1.46 mmol) of p-methoxybenzyl 7β-phenylacetamido-3-[2-(isothiazol-3-yl)vinyl]-3-cephem-4-carboxylate with 3.2 ml of methylene chloride were added therein at -30° C. After stirring for 3 hrs. under ice-cooling, the reaction solution was added to 13 ml of methanol at -30° C. After stirring for 1 hr. at the room temperature, the reaction solution was added to 30 ml of saturated sali...